Dataset: the Open Reaction Database (ORD), a public repository of structured organic reaction records. Task: describe an organic reaction: reactants, conditions, products, and yield Starting materials: COC1=CC=C(CN(C(OC(C)(C)C)=O)C=2SC(=C(N2)Cl)C=2C=C3C=CN=CC3=CC2)C=C1 (tert-butyl 4-methoxybenzyl(4-chloro-5-(isoquinolin-6-yl)thiazol-2-yl)carbamate). Run in CC(=O)O (AcOH). Conditions: temperature 120 celsius. Product: ClC=1N=C(SC1C=1C=C2C=CN=CC2=CC1)N (4-chloro-5-(isoquinolin-6-yl)thiazol-2-amine). Isolated yield 85.7%. Reaction SMILES: COC1C=CC(C[N:8]([C:16]2[S:17][C:18]([C:22]3[CH:23]=[C:24]4[C:29](=[CH:30][CH:31]=3)[CH:28]=[N:27][CH:26]=[CH:25]4)=[C:19]([Cl:21])[N:20]=2)C(=O)OC(C)(C)C)=CC=1>CC(O)=O>[Cl:21][C:19]1[N:20]=[C:16]([NH2:8])[S:17][C:18]=1[C:22]1[CH:23]=[C:24]2[C:29](=[CH:30][CH:31]=1)[CH:28]=[N:27][CH:26]=[CH:25]2. Procedure details: A glass microwave reaction vessel was charged with tert-butyl 4-methoxybenzyl(4-chloro-5-(isoquinolin-6-yl)thiazol-2-yl)carbamate (1.5 g, 3.12 mmol) and AcOH. The reaction mixture was stirred and heated in a Smith Synthesizer® microwave reactor (Personal Chemistry, Inc.,) at 120° C. for 5 minutes. Excess AcOH was removed under high vacuum. The residue was dissolved in DCM and washed with saturated NaHCO3 (50 mL) and saturated sodium chloride. This intermediate was synthesized in the same manner ... Reactants: C(C)(=O)NC=1SC=CC1C#N (2-Acetylamino-3-cyanothiophene), BrN1C(CCC1=O)=O (N-Bromosuccinimide). Run in CN(C=O)C (dimethylformamide). Conditions: time 3 hour. The product is C(C)(=O)NC=1SC(=CC1C#N)Br (2-Acetylamino-5-bromo-3-cyanothiophene). Reaction SMILES: [C:1]([NH:4][C:5]1[S:6][CH:7]=[CH:8][C:9]=1[C:10]#[N:11])(=[O:3])[CH3:2].[Br:12]N1C(=O)CCC1=O>CN(C)C=O>[C:1]([NH:4][C:5]1[S:6][C:7]([Br:12])=[CH:8][C:9]=1[C:10]#[N:11])(=[O:3])[CH3:2]. Procedure details: 2-Acetylamino-3-cyanothiophene (13.5 g) was dissolved in dimethylformamide (110 ml) and cooled in an ice/water bath. N-Bromosuccinimide (15.9 g) was added portion wise over 20 minutes and then the mixture warmed to room temperature and stirred for 3 h. The mixture was concentrated to approximately half the volume and water added to precipitate the product. This was filtered off and dried at 60° C. under vacuum (18.8 g). Reactants: CCS(=O)(=O)Cl, ClCCl, Nc1ccc(-c2cccc3nc(NC(=O)C4CC4)nn23)cc1, c1ccncc1. Yields the product CCS(=O)(=O)Nc1ccc(-c2cccc3nc(NC(=O)C4CC4)nn23)cc1. RXN SMILES: [CH2:29]([CH3:30])[S:31](=[O:32])(=[O:33])[Cl:34].[Cl:35][CH2:36][Cl:37].[NH2:1][c:2]1[cH:3][cH:4][c:5](-[c:8]2[cH:9][cH:10][cH:11][c:12]3[n:13]2[n:14][c:15]([NH:17][C:18](=[O:19])[CH:20]2[CH2:21][CH2:22]2)[n:16]3)[cH:6][cH:7]1.[cH:23]1[cH:24][cH:25][n:26][cH:27][cH:28]1>>[NH:1]([c:2]1[cH:3][cH:4][c:5](-[c:8]2[cH:9][cH:10][cH:11][c:12]3[n:13]2[n:14][c:15]([NH:17][C:18](=[O:19])[CH:20]2[CH2:21][CH2:22]2)[n:16]3)[cH:6][cH:7]1)[S:31]([CH2:29][CH3:30])(=[O:32])=[O:33]. Reported procedure: To 0.05 g (0.19 mmol) of the titled product of Example 8 is added 0.6 ml (0.22 mmol) of tri-n-butyltin hydride, and 20 mg of azoisobutyronitrile (AIBN). The reaction mixture was heated at 110° C. for 3 hours, whereupon thin layer chromatography indicated that the reaction was complete, producing the titled product. The product was used without further purification. The reactants are C(#C)C(CCCCCCCC)OC1OCCCC1 (2-[(1-ethynylnonyl)oxy]tetrahydro-2H-pyran), C(CCC)[SnH](CCCC)CCCC (tri-n-butyltin hydride), azoisobutyronitrile. Product: C(CCC)[Sn](/C=C/C(CCCCCCCC)OC1OCCCC1)(CCCC)CCCC (tetrahydro-2-[[1-[2-(tributylstannyl)-E-ethenyl]nonyl]oxy]-2H-pyran). Reaction SMILES: [C:1]([CH:3]([O:12][CH:13]1[CH2:18][CH2:17][CH2:16][CH2:15][O:14]1)[CH2:4][CH2:5][CH2:6][CH2:7][CH2:8][CH2:9][CH2:10][CH3:11])#[CH:2].[CH2:19]([SnH:23]([CH2:28][CH2:29][CH2:30][CH3:31])[CH2:24][CH2:25][CH2:26][CH3:27])[CH2:20][CH2:21][CH3:22]>>[CH2:28]([Sn:23]([CH2:19][CH2:20][CH2:21][CH3:22])([CH2:24][CH2:25][CH2:26][CH3:27])/[CH:2]=[CH:1]/[CH:3]([O:12][CH:13]1[CH2:18][CH2:17][CH2:16][CH2:15][O:14]1)[CH2:4][CH2:5][CH2:6][CH2:7][CH2:8][CH2:9][CH2:10][CH3:11])[CH2:29][CH2:30][CH3:31]. Run at temperature 110 celsius. The reactants are S1(=O)(=O)CCCC1 (sulfolane), C1(CCCCC1)CCO (cyclohexaneethanol), ClC1=C(C=C(C(=O)O)C=C1[N+](=O)[O-])[N+](=O)[O-] (4-chloro-3,5-dinitrobenzoic acid), S(O)(O)(=O)=O (sulfuric acid), ClC1=C(C=C(C(=O)O)C=C1[N+](=O)[O-])[N+](=O)[O-] (4-chloro-3,5-dinitrobenzoic acid). The solvent is CO (methanol). Run at temperature 105 celsius, time 30 minute. Product: 58, ClC1=C(C=C(C(=O)OCCC2CCCCC2)C=C1[N+](=O)[O-])[N+](=O)[O-] (2-cyclohexylethyl 4-chloro-3,5-dinitrobenzoate). RXN SMILES: [Cl:1][C:2]1[C:10]([N+:11]([O-:13])=[O:12])=[CH:9][C:5]([C:6]([OH:8])=[O:7])=[CH:4][C:3]=1[N+:14]([O-:16])=[O:15].S(=O)(=O)(O)O.[CH:22]1([CH2:28][CH2:29]O)[CH2:27][CH2:26][CH2:25][CH2:24][CH2:23]1.S1(CCCC1)(=O)=O>CO>[Cl:1][C:2]1[C:3]([N+:14]([O-:16])=[O:15])=[CH:4][C:5]([C:6]([O:8][CH2:29][CH2:28][CH:22]2[CH2:27][CH2:26][CH2:25][CH2:24][CH2:23]2)=[O:7])=[CH:9][C:10]=1[N+:11]([O-:13])=[O:12]. Reported procedure: After charging 50 parts of 4-chloro-3,5-dinitrobenzoic acid, 0.3 part of 98% sulfuric acid, 78 parts of cyclohexaneethanol and 50 parts of sulfolane into a flask, the mixture was heated to 100 to 110° C., and was maintained at the same temperature for 8 to 10 hours. After checking the disapearance of 4-chloro-3,5-dinitrobenzoic acid by HPLC, the reaction mass was cooled to room temperature under atmospheric pressure, and to the mass was 240 parts of methanol, and was stirred for 30 minutes. The ... Starting materials: O1CCC(CC1)OCCOC1CCN(CC1)C=1C=NC=C2C=CC(=NC12)C(=O)N (8-{4-[2-(Tetrahydro-2H-pyran-4-yloxy)ethoxy]piperidin-1-yl}-1,6-naphthyridine-2-carboxamide), Cl.O1CCOCC1 (hydrochloric acid dioxane). The solvent is C(C)O (ethanol). Conditions: time 10 minute. The product is Cl.O1CCC(CC1)OCCOC1CCN(CC1)C=1C=NC=C2C=CC(=NC12)C(=O)N (8-{4-[2-(Tetrahydro-2H-pyran-4-yloxy)ethoxy]piperidin-1-yl}-1,6-naphthyridine-2-carboxamide hydrochloride). The yield is 84.2%. As a reaction SMILES: [O:1]1[CH2:6][CH2:5][CH:4]([O:7][CH2:8][CH2:9][O:10][CH:11]2[CH2:16][CH2:15][N:14]([C:17]3[CH:18]=[N:19][CH:20]=[C:21]4[C:26]=3[N:25]=[C:24]([C:27]([NH2:29])=[O:28])[CH:23]=[CH:22]4)[CH2:13][CH2:12]2)[CH2:3][CH2:2]1.[ClH:30].O1CCOCC1>C(O)C>[ClH:30].[O:1]1[CH2:6][CH2:5][CH:4]([O:7][CH2:8][CH2:9][O:10][CH:11]2[CH2:12][CH2:13][N:14]([C:17]3[CH:18]=[N:19][CH:20]=[C:21]4[C:26]=3[N:25]=[C:24]([C:27]([NH2:29])=[O:28])[CH:23]=[CH:22]4)[CH2:15][CH2:16]2)[CH2:3][CH2:2]1 |f:1.2,4.5|. Reported procedure: 8-{4-[2-(Tetrahydro-2H-pyran-4-yloxy)ethoxy]piperidin-1-yl}-1,6-naphthyridine-2-carboxamide (400 mg, 1.00 mmol) produced in Example 6 was dissolved in ethanol (8 mL), to which a 4M hydrochloric acid/dioxane solution (1.0 mL, 4.0 mmol) was then slowly added, followed by stirring at room temperature for 10 minutes. The resulting reaction liquid was concentrated under reduced pressure, and the residue thus obtained was crystallized from ethanol and diethyl ether to give the desired title compound (... Reactants: C(C1=CC=CC=C1)O[C@H](C)C=1OC2=CC=CC(=C2C(C1C1=CC=CC=C1)=O)C ((R)-2-(1-(benzyloxy)ethyl)-5-methyl-3-phenyl-4H-chromen-4-one), B(Br)(Br)Br (boron tribromide). Run in ClCCl (dichloromethane). Yields the product O[C@H](C)C=1OC2=CC=CC(=C2C(C1C1=CC=CC=C1)=O)C ((R)-2-(1-hydroxyethyl)-5-methyl-3-phenyl-4H-chromen-4-one). The yield is 31.2%. RXN SMILES: C([O:8][C@@H:9]([C:11]1[O:12][C:13]2[C:18]([C:19](=[O:27])[C:20]=1[C:21]1[CH:26]=[CH:25][CH:24]=[CH:23][CH:22]=1)=[C:17]([CH3:28])[CH:16]=[CH:15][CH:14]=2)[CH3:10])C1C=CC=CC=1.B(Br)(Br)Br>ClCCl>[OH:8][C@@H:9]([C:11]1[O:12][C:13]2[C:18]([C:19](=[O:27])[C:20]=1[C:21]1[CH:22]=[CH:23][CH:24]=[CH:25][CH:26]=1)=[C:17]([CH3:28])[CH:16]=[CH:15][CH:14]=2)[CH3:10]. Procedure details: To (R)-2-(1-(benzyloxy)ethyl)-5-methyl-3-phenyl-4H-chromen-4-one (0.850 g, 2.29 mmol) in dichloromethane (8.0 ml) at −78° C., boron tribromide (0.78 ml, 1M in dichloromethane, 4.58 mmol) was added slowly and maintained for 4 h. The reaction mass was quenched at −78° C. using 2N HCl (50 ml), extracted with ethyl acetate, dried over sodium sulphate and concentrated. The crude product was column chromatographed with ethyl acetate:petroleum ether to afford the title compound as pale-yellow liquid (0... Starting materials: CC(COC1=CC=C(C=C1)C1=CC=C(C=C1)O)CC (4'-(2-Methylbutyloxy)-4-hydroxybiphenyl), CC(COC1=CC=C(C=C1)C1=CC(=C(C=C1)O)Br)CC (4'-(2-methylbutyloxy)-3-bromo-4-hydroxybiphenyl), BrBr (bromine). Run in O1CCOCC1 (1,4-dioxane), O1CCOCC1 (1,4-dioxane). Reaction conditions: temperature 40 celsius. Product: raw product, CC(COC1=C(C=CC(=C1Br)O)C1=CC=CC=C1)CC (2-methylbutyloxy-3-bromo-4-hydroxybiphenyl). Reaction SMILES: [CH3:1][CH:2]([CH2:18][CH3:19])[CH2:3][O:4]C1C=CC(C2C=CC(O)=CC=2)=CC=1.CC(CC)CO[C:24]1[CH:29]=[CH:28][C:27]([C:30]2[CH:35]=[CH:34][C:33]([OH:36])=[C:32]([Br:37])[CH:31]=2)=[CH:26][CH:25]=1.BrBr>O1CCOCC1>[CH3:1][CH:2]([CH2:18][CH3:19])[CH2:3][O:4][C:31]1[C:32]([Br:37])=[C:33]([OH:36])[CH:34]=[CH:35][C:30]=1[C:27]1[CH:26]=[CH:25][CH:24]=[CH:29][CH:28]=1. Procedure details: 4'-(2-Methylbutyloxy)-4-hydroxybiphenyl (15 g) obtained in Example 1, (i) was dissolved in 1,4-dioxane (50 ml), followed by dropwise adding a mixture of bromine (10.5 g) and 1,4-dioxane (140 ml), heating on a water bath at 40° C. for 4 hours with stirring, thereafter distilling off 1,4-dioxane under reduced pressure, adding toluene (300 ml) to the remaining solution, adding a 10% aqueous solution of sodium hydrogen sulfite till the color of bromine disappeared, three times washing with saturated... The reactants are C(C=C)#N (acrylonitrile), CC(C)(C)C1=CC(=CC(=C1O)C(C)(C)C)CCC(=O)OCC(COC(=O)CCC2=CC(=C(C(=C2)C(C)(C)C)O)C(C)(C)C)(COC(=O)CCC3=CC(=C(C(=C3)C(C)(C)C)O)C(C)(C)C)COC(=O)CCC4=CC(=C(C(=C4)C(C)(C)C)O)C(C)(C)C (Irganox 1010), C1=CC=CC=2SC3=CC=CC=C3NC12 (phenothiazine), C(C=C)#N (acrylonitrile), CC(C)(C)C1=CC(=CC(=C1O)C(C)(C)C)CCC(=O)OCC(COC(=O)CCC2=CC(=C(C(=C2)C(C)(C)C)O)C(C)(C)C)(COC(=O)CCC3=CC(=C(C(=C3)C(C)(C)C)O)C(C)(C)C)COC(=O)CCC4=CC(=C(C(=C4)C(C)(C)C)O)C(C)(C)C (Irganox 1010), [OH-].C(C1=CC=CC=C1)[N+](C)(C)C (benzyltrimethylammonium hydroxide). The solvent is CC(=O)C (acetone), C(C)#N (acetonitrile). Product: C(#N)CCN1C2=CC=CC=C2SC=2C=CC=CC12 (10-(2-Cyanoethyl)phenothiazine). Reaction SMILES: [OH-].[CH2:2]([N+:9](C)(C)C)[C:3]1C=CC=C[CH:4]=1.[CH:13]1[C:26]2[NH:25][C:24]3[C:19](=[CH:20][CH:21]=[CH:22][CH:23]=3)[S:18][C:17]=2[CH:16]=[CH:15][CH:14]=1.C(#N)C=C.CC(C1C(O)=C(C(C)(C)C)C=C(CCC(OCC(COC(CCC2C=C(C(C)(C)C)C(O)=C(C(C)(C)C)C=2)=O)(COC(CCC2C=C(C(C)(C)C)C(O)=C(C(C)(C)C)C=2)=O)COC(CCC2C=C(C(C)(C)C)C(O)=C(C(C)(C)C)C=2)=O)=O)C=1)(C)C>CC(C)=O.C(#N)C>[C:2]([CH2:3][CH2:4][N:25]1[C:26]2[CH:13]=[CH:14][CH:15]=[CH:16][C:17]=2[S:18][C:19]2[C:24]1=[CH:23][CH:22]=[CH:21][CH:20]=2)#[N:9] |f:0.1|. Procedure: 4 ml of Triton B (40%) (benzyltrimethylammonium hydroxide) was dropwise added to an acetonitrile solution (200 ml) containing 199 g of phenothiazine, 106 g of acrylonitrile, and a small quantity of Irganox 1010 (made by Ciba Geigy Co.). Irganox 1010 has the formula ##STR4## After refluxing for 3 hours while heating, 53 g of acrylonitrile was added thereto, followed by refluxing for a further 2 hours while heating. After being allowed to cool, acetone was added to the reaction solution to crystal...